From a dataset of the Open Reaction Database (ORD), a public repository of structured organic reaction records. describe an organic reaction: reactants, conditions, products, and yield Starting materials: OC=1C=C(C=CC1O)C#C (3,4-dihydroxyphenylacetylene), ClC1=C(CS)C=CC(=C1)OC (2-chloro-4-methoxybenzyl mercaptan), [Na] (sodium). Yields the product OC=1C=C(\C=C/C(C2=C(C=C(C=C2)OC)Cl)SC(C2=C(C=C(C=C2)OC)Cl)\C=C/C2=CC(=C(C=C2)O)O)C=CC1O ((Z)-3,4-dihydroxystyryl-2-chloro-4-methoxybenzylsulfide). As a reaction SMILES: [OH:1][C:2]1[CH:3]=[C:4]([C:9]#[CH:10])[CH:5]=[CH:6][C:7]=1[OH:8].[Cl:11][C:12]1[CH:19]=[C:18]([O:20][CH3:21])[CH:17]=[CH:16][C:13]=1[CH2:14][SH:15].[Na]>>[OH:1][C:2]1[CH:3]=[C:4]([CH:5]=[CH:6][C:7]=1[OH:8])/[CH:9]=[CH:10]\[CH:14]([S:15][CH:14](/[CH:10]=[CH:9]\[C:4]1[CH:5]=[CH:6][C:7]([OH:8])=[C:2]([OH:1])[CH:3]=1)[C:13]1[CH:16]=[CH:17][C:18]([O:20][CH3:21])=[CH:19][C:12]=1[Cl:11])[C:13]1[CH:16]=[CH:17][C:18]([O:20][CH3:21])=[CH:19][C:12]=1[Cl:11] |^1:21|. Reported procedure: A solution of 3,4-dihydroxyphenylacetylene (0.02 mol), 2-chloro-4-methoxybenzyl mercaptan (0.02 mol) and metallic sodium (0.02 g atom) is subjected to the General Procedure to form (Z)-3,4-dihydroxystyryl-2-chloro-4-methoxybenzylsulfide. The title compound is obtained following oxidation of the sulfide, according to the General Procedure. Starting materials: [H-].[H-].[H-].[H-].[Li+].[Al+3] (LiAlH4), [NH4+].[Cl-] (NH4Cl), [H-] (hydride), C(C1=CC=CC=C1)NC=1C2=CC=CC=C2N=C2CCCC(C12)=O (9-benzylamino-3,4-dihydroacridin-1(2H)-one). Run in CCOCC (ether), O1CCCC1 (tetrahydrofuran). Conditions: time 0.5 hour. Product: C(C1=CC=CC=C1)NC=1C2=CC=CC=C2N=C2CCCC(C12)O (9-Benzylamino-1,2,3,4-tetrahydroacridin-1-ol). The yield is 75.4%. RXN SMILES: [CH2:1]([NH:8][C:9]1[C:10]2[C:15]([N:16]=[C:17]3[C:22]=1[C:21](=[O:23])[CH2:20][CH2:19][CH2:18]3)=[CH:14][CH:13]=[CH:12][CH:11]=2)[C:2]1[CH:7]=[CH:6][CH:5]=[CH:4][CH:3]=1.[H-].[H-].[H-].[H-].[Li+].[Al+3].[H-].[NH4+].[Cl-]>O1CCCC1.CCOCC>[CH2:1]([NH:8][C:9]1[C:10]2[C:15]([N:16]=[C:17]3[C:22]=1[CH:21]([OH:23])[CH2:20][CH2:19][CH2:18]3)=[CH:14][CH:13]=[CH:12][CH:11]=2)[C:2]1[CH:7]=[CH:6][CH:5]=[CH:4][CH:3]=1 |f:1.2.3.4.5.6,8.9|. Procedure: In 75 ml of dry tetrahydrofuran was dissolved 3.81 g of 9-benzylamino-3,4-dihydroacridin-1(2H)-one with mechanical stirring. The solution was cooled in ice under N2 and 5.9 ml (0.5 eq) of 1.1M LiAlH4 solution in ether was added dropwise. After 0.5 hour the reaction was complete based on thin layer chromatography analysis. The excess hydride was neutralized with 0.5 ml of saturated NH4Cl solution and the inorganic salts were extracted into 30% potassium hydroxide. The tetrahydrofuran solution was... The reactants are Cl.C(C1=CC=CC=C1)OC(=O)C=1SC2=C(C1C)C=C(C=C2)NN (5-hydrazino-3-methylbenzothiophene-2-carboxylic acid benzyl ester hydrochloride), O.Cl.N1CCC(CC1)=O (4-piperidone hydrochloride monohydrate). Solvent: C(C)(C)O (isopropanol). Product: C(C1=CC=CC=C1)OC(=O)C1=C(C2=C3C4=C(NC3=CC=C2S1)CCNC4)C (2-Benzyloxycarbonyl-1-methyl-7,8,9,10-tetrahydrothieno[3,2-e]pyrido[4,3-b]indole). Reaction SMILES: Cl.[CH2:2]([O:9][C:10]([C:12]1[S:13][C:14]2[CH:21]=[CH:20][C:19]([NH:22]N)=[CH:18][C:15]=2[C:16]=1[CH3:17])=[O:11])[C:3]1[CH:8]=[CH:7][CH:6]=[CH:5][CH:4]=1.O.Cl.[NH:26]1[CH2:31][CH2:30][C:29](=O)[CH2:28][CH2:27]1>C(O)(C)C>[CH2:2]([O:9][C:10]([C:12]1[S:13][C:14]2[C:15](=[C:18]3[C:19](=[CH:20][CH:21]=2)[NH:22][C:29]2[CH2:30][CH2:31][NH:26][CH2:27][C:28]3=2)[C:16]=1[CH3:17])=[O:11])[C:3]1[CH:8]=[CH:7][CH:6]=[CH:5][CH:4]=1 |f:0.1,2.3.4|. Reported procedure: 1 g of 5-hydrazino-3-methylbenzothiophene-2-carboxylic acid benzyl ester hydrochloride and 1 g of 4-piperidone hydrochloride monohydrate are boiled in 50 ml of isopropanol under N2 for 10 hours. The solvent is then evaporated off, the residue is suspended in water and the aqueous suspension is rendered alkaline with KHCO3 and extracted with ethyl acetate; the extract is washed, dried and evaporated and the residue is recrystallised from isopropanol. Melting point 178° C. Procedure details: Using 3-chloro-4-hydroxybenzoic acid 1/2 hydrate (25 g, 0.14 mole) and benzyl chloride (52.3 g, 0.41 mole), the reaction was carried out in the same manner as described in Synthesis Example 1, (1) to give 20.4 g of 4-benzyloxy-3-chlorobenzoic acid as white crystals having a m.p. of 211°-213° C. As a reaction SMILES: [Cl:1][C:2]1[CH:3]=[C:4]([CH:8]=[CH:9][C:10]=1[OH:11])[C:5]([OH:7])=[O:6].[CH2:12](Cl)[C:13]1[CH:18]=[CH:17][CH:16]=[CH:15][CH:14]=1>>[CH2:12]([O:11][C:10]1[CH:9]=[CH:8][C:4]([C:5]([OH:7])=[O:6])=[CH:3][C:2]=1[Cl:1])[C:13]1[CH:18]=[CH:17][CH:16]=[CH:15][CH:14]=1. Yields the product C(C1=CC=CC=C1)OC1=C(C=C(C(=O)O)C=C1)Cl (4-benzyloxy-3-chlorobenzoic acid). Reactants: ClC=1C=C(C(=O)O)C=CC1O (3-chloro-4-hydroxybenzoic acid), C(C1=CC=CC=C1)Cl (benzyl chloride), ( 1 ). Yield: 55.5%. Solvent: O (water), CO (methanol). Procedure: Lithium hydroxide monohydrate (56%) (0.25 g, 6.038 mmol) dissolved in water (8 ml) was added to a solution of ethyl 5-(3,4-dichlorophenylcarbamoyl)-4,5,6,7-tetrahydroisoxazolo[4,5-c]pyridine-3-carboxylate (1.2 g, 3.019 mmol) in methanol (25 ml), and the mixture was stirred for 15 h. The solvent was removed in vacuo. The aqueous phase was adjusted to an acidic pH value with dilute HCl solution (aq.) and extracted with ethyl acetate. The organic phase was dried over sodium sulfate, filtered and co... Starting materials: O.[OH-].[Li+] (Lithium hydroxide monohydrate), ClC=1C=C(C=CC1Cl)NC(=O)N1CC2=C(CC1)ON=C2C(=O)OCC (ethyl 5-(3,4-dichlorophenylcarbamoyl)-4,5,6,7-tetrahydroisoxazolo[4,5-c]pyridine-3-carboxylate). Reaction conditions: time 15 hour. The product is ClC=1C=C(C=CC1Cl)NC(=O)N1CC2=C(CC1)ON=C2C(=O)O (5-(3,4-Dichlorophenylcarbamoyl)-4,5,6,7-tetrahydroisoxazolo-[4,5-c]pyridine-3-carboxylic acid). RXN SMILES: O.[OH-].[Li+].[Cl:4][C:5]1[CH:6]=[C:7]([NH:12][C:13]([N:15]2[CH2:20][CH2:19][C:18]3[O:21][N:22]=[C:23]([C:24]([O:26]CC)=[O:25])[C:17]=3[CH2:16]2)=[O:14])[CH:8]=[CH:9][C:10]=1[Cl:11]>O.CO>[Cl:4][C:5]1[CH:6]=[C:7]([NH:12][C:13]([N:15]2[CH2:20][CH2:19][C:18]3[O:21][N:22]=[C:23]([C:24]([OH:26])=[O:25])[C:17]=3[CH2:16]2)=[O:14])[CH:8]=[CH:9][C:10]=1[Cl:11] |f:0.1.2|. Reactants: CI, CC1OCCC1(O)c1cc(F)cc(Sc2ccc3ccccc3c2)c1. The product is COC1(c2cc(F)cc(Sc3ccc4ccccc4c3)c2)CCOC1C. Reaction SMILES: [CH3:26][I:27].[F:1][c:2]1[cH:3][c:4]([S:15][c:16]2[cH:17][c:18]3[cH:19][cH:20][cH:21][cH:22][c:23]3[cH:24][cH:25]2)[cH:5][c:6]([C:8]2([OH:14])[CH:9]([CH3:13])[O:10][CH2:11][CH2:12]2)[cH:7]1>>[F:1][c:2]1[cH:3][c:4]([S:15][c:16]2[cH:17][c:18]3[cH:19][cH:20][cH:21][cH:22][c:23]3[cH:24][cH:25]2)[cH:5][c:6]([C:8]2([O:14][CH3:26])[CH:9]([CH3:13])[O:10][CH2:11][CH2:12]2)[cH:7]1. The reactants are C(C)(C)(C)OC(=O)N[C@@H]1CN(CC1)C1=C(C=C2C(C(=C3N(C2=C1F)C(S3)C)C(=O)OCC)=O)F (ethyl 7-[(S)-3-(tert-butoxycabonyl amino)-1-pyrrolidinyl)-6,8-difluoro-1-methyl-4-oxo-1H,4H-[1,3]thiazeto[3,2-a]quinoline-3-carboxylate), Cl (hydrochloric acid), [OH-].[Na+] (sodium hydroxide). Run at temperature 80 celsius. The product is N[C@@H]1CN(CC1)C1=C(C=C2C(C(=C3N(C2=C1F)C(S3)C)C(=O)OCC)=O)F (Ethyl 7-((S)-3-amino-1-pyrrolidinyl)-6,8-difluoro-1-methyl-4-oxo-1H,4H-[1,3]thiazeto[3,2-a]quinoline-3-carboxylate). Yield: 90.9%. As a reaction SMILES: C(OC([NH:8][C@H:9]1[CH2:13][CH2:12][N:11]([C:14]2[C:23]([F:24])=[C:22]3[C:17]([C:18](=[O:33])[C:19]([C:28]([O:30][CH2:31][CH3:32])=[O:29])=[C:20]4[S:26][CH:25]([CH3:27])[N:21]43)=[CH:16][C:15]=2[F:34])[CH2:10]1)=O)(C)(C)C.Cl.[OH-].[Na+]>>[NH2:8][C@H:9]1[CH2:13][CH2:12][N:11]([C:14]2[C:23]([F:24])=[C:22]3[C:17]([C:18](=[O:33])[C:19]([C:28]([O:30][CH2:31][CH3:32])=[O:29])=[C:20]4[S:26][CH:25]([CH3:27])[N:21]43)=[CH:16][C:15]=2[F:34])[CH2:10]1 |f:2.3|. Procedure: A mixture of 0.40 g of ethyl 7-[(S)-3-(tert-butoxycabonyl amino)-1-pyrrolidinyl)-6,8-difluoro-1-methyl-4-oxo-1H,4H-[1,3]thiazeto[3,2-a]quinoline-3-carboxylate and 4.0 ml of 35% hydrochloric acid was heated at 80° C. for 10 minutes with stirring. The reaction mixture was neutralized with 20% aqueous sodium hydroxide. The precipitate was collected by filtration to give 0.29 g of the desired compound, which was recrystallized from ethanol to give pale brown crystals, m.p. 225°-230° C. (decomp.). Reactants: OCCCc1ccccc1Br, CCOC(=O)N1CCC(=O)CC1. Product: CCOC(=O)N1CCC(O)(c2ccccc2CCCO)CC1. As a reaction SMILES: [Br:1][c:2]1[c:3]([CH2:8][CH2:9][CH2:10][OH:11])[cH:4][cH:5][cH:6][cH:7]1.[O:12]=[C:13]1[CH2:14][CH2:15][N:16]([C:19](=[O:20])[O:21][CH2:22][CH3:23])[CH2:17][CH2:18]1>>[c:2]1([C:13]2([OH:12])[CH2:14][CH2:15][N:16]([C:19](=[O:20])[O:21][CH2:22][CH3:23])[CH2:17][CH2:18]2)[c:3]([CH2:8][CH2:9][CH2:10][OH:11])[cH:4][cH:5][cH:6][cH:7]1. Starting materials: CS(=O)(=O)C1=CC=C(C=C1)C1C(NC(O1)=O)CO (5-(4-methylsulfonyl-phenyl)-4-hydroxymethyl-oxazolidin-2-one), CS(=O)(=O)Cl (methanesulfonyl chloride). Yields the product CS(=O)(=O)C1=CC=C(C=C1)C1C(NC(O1)=O)COS(=O)(=O)C (5-(4-methylsulfonyl-phenyl)-4-methanesulfonyloxymethyl-oxazolidin-2-one). Reaction conditions: temperature 0 celsius. Procedure details: Compound (H) (200 mg; 0.84 mmols) has been dissolved in anhydrous pyridine (3 ml). The thus obtained solution has been cooled to 0° C. and added with freshly distilled methanesulfonyl chloride (0.06 ml). The solution has been maintained at 0° C. overnight and then diluted with an aqueous solution of hydrochloric acid (stoichiometric amount with respect to pyridine) and ice. After extraction with ethyl acetate, the organic extract has been dried over sodium sulfate and evaporated in vacuo to affo... As a reaction SMILES: [CH3:1][S:2]([C:5]1[CH:10]=[CH:9][C:8]([CH:11]2[O:15][C:14](=[O:16])[NH:13][CH:12]2[CH2:17][OH:18])=[CH:7][CH:6]=1)(=[O:4])=[O:3].[CH3:19][S:20](Cl)(=[O:22])=[O:21]>N1C=CC=CC=1.Cl>[CH3:1][S:2]([C:5]1[CH:6]=[CH:7][C:8]([CH:11]2[O:15][C:14](=[O:16])[NH:13][CH:12]2[CH2:17][O:18][S:20]([CH3:19])(=[O:22])=[O:21])=[CH:9][CH:10]=1)(=[O:3])=[O:4]. The solvent is N1=CC=CC=C1 (pyridine), Cl (hydrochloric acid). Reactants: [Cl-].O[NH3+] (hydroxylammonium chloride), C(O)([O-])=O.[Na+] (sodium hydrogencarbonate), C(C)C1=CC2=C(N(C(NC2=O)=O)CC2=CC=C(C=C2)C=2C(=CC=CC2)C#N)S1 (4′-[(6-ethyl-2,4-dioxo-3,4-dihydrothieno[2,3-d]pyrimidin-1(2H)-yl)methyl]biphenyl-2-carbonitrile), BrCC(=O)C1=CC=C(C=C1)OC(F)(F)F (2-bromo-1-[4-(trifluoromethoxy)phenyl]ethanone), [H-].[Na+] (sodium hydride). The solvent is CS(=O)C (dimethyl sulfoxide), C(Cl)(Cl)Cl (chloroform), CS(=O)C (dimethyl sulfoxide), CN(C=O)C (N,N-dimethylformamide), C(C)(=O)OCC (ethyl acetate). Run at time 1 hour. Yields the product C(C)C1=CC2=C(N(C(N(C2=O)CC(C2=CC=C(C=C2)OC(F)(F)F)=O)=O)CC2=CC=C(C=C2)C2=C(C=CC=C2)C2=NOC(N2)=O)S1 (6-ethyl-1-{[2′-(5-oxo-4,5-dihydro-1,2,4-oxadiazol-3-yl)biphenyl-4-yl]methyl}-3-{2-oxo-2-[4-(trifluoromethoxy)phenyl]ethyl}thieno[2,3-d]pyrimidine-2,4(1H,3H)-dione). Isolated yield 12.6%. As a reaction SMILES: [CH2:1]([C:3]1[S:28][C:6]2[N:7]([CH2:13][C:14]3[CH:19]=[CH:18][C:17]([C:20]4[C:21]([C:26]#[N:27])=[CH:22][CH:23]=[CH:24][CH:25]=4)=[CH:16][CH:15]=3)[C:8](=[O:12])[NH:9][C:10](=[O:11])[C:5]=2[CH:4]=1)[CH3:2].Br[CH2:30][C:31]([C:33]1[CH:38]=[CH:37][C:36]([O:39][C:40]([F:43])([F:42])[F:41])=[CH:35][CH:34]=1)=[O:32].[H-].[Na+].[Cl-].O[NH3+:48].[C:49](=[O:52])([O-])[OH:50].[Na+]>C(OCC)(=O)C.CS(C)=O.C(Cl)(Cl)Cl.CN(C)C=O>[CH2:1]([C:3]1[S:28][C:6]2[N:7]([CH2:13][C:14]3[CH:19]=[CH:18][C:17]([C:20]4[CH:25]=[CH:24][CH:23]=[CH:22][C:21]=4[C:26]4[NH:48][C:49](=[O:52])[O:50][N:27]=4)=[CH:16][CH:15]=3)[C:8](=[O:12])[N:9]([CH2:30][C:31](=[O:32])[C:33]3[CH:38]=[CH:37][C:36]([O:39][C:40]([F:43])([F:42])[F:41])=[CH:35][CH:34]=3)[C:10](=[O:11])[C:5]=2[CH:4]=1)[CH3:2] |f:2.3,4.5,6.7|. Procedure details: To a mixture of 4′-[(6-ethyl-2,4-dioxo-3,4-dihydrothieno[2,3-d]pyrimidin-1(2H)-yl)methyl]biphenyl-2-carbonitrile (0.9 g), 2-bromo-1-[4-(trifluoromethoxy)phenyl]ethanone (0.79 g) and N,N-dimethylformamide (50 mL) was added sodium hydride (0.14 g), and the mixture was stirred at room temperature for 1 hr. The reaction mixture was diluted with ethyl acetate, washed successively with 5% aqueous potassium hydrogensulfate solution and saturated brine, and dried over anhydrous magnesium sulfate. The so...